From a dataset of the Open Reaction Database (ORD), a public repository of structured organic reaction records. describe an organic reaction: reactants, conditions, products, and yield The yield is 95.3%. Solvent: CCO (EtOH). Reaction SMILES: C([O:3][C:4]([C:6]1([NH:15][C:16](=[O:29])[C:17]2[CH:22]=[CH:21][C:20]([CH:23]([CH3:25])[CH3:24])=[CH:19][C:18]=2[CH:26]([CH3:28])[CH3:27])[CH2:14][C:13]2[C:8](=[CH:9][CH:10]=[CH:11][CH:12]=2)[CH2:7]1)=[O:5])C.[OH-].[K+].O>CCO>[CH:26]([C:18]1[CH:19]=[C:20]([CH:23]([CH3:25])[CH3:24])[CH:21]=[CH:22][C:17]=1[C:16]([NH:15][C:6]1([C:4]([OH:5])=[O:3])[CH2:14][C:13]2[C:8](=[CH:9][CH:10]=[CH:11][CH:12]=2)[CH2:7]1)=[O:29])([CH3:28])[CH3:27] |f:1.2|. Procedure details: 2-(2,4-diisopropyl-benzoylamino)-indan-2-carboxylic acid ethyl ester (211 mg, 0.54 mmol) is dissolved in EtOH (8 mL), and solid KOH (823 mg, 14 mmol) and water (0.8 mL) are added. The mixture is stirred at RT for 30 min then concentrated in vacuo. The residue is dissolved in water (10 mL) and acidified with concentrated HCl until no more white solid precipitated. The solid is collected by vacuum filtration to give product (250) as white solid (188 mg, 95%). Reactants: [OH-].[K+] (KOH), O (water), C(C)OC(=O)C1(CC2=CC=CC=C2C1)NC(C1=C(C=C(C=C1)C(C)C)C(C)C)=O (2-(2,4-diisopropyl-benzoylamino)-indan-2-carboxylic acid ethyl ester). Product: C(C)(C)C1=C(C(=O)NC2(CC3=CC=CC=C3C2)C(=O)O)C=CC(=C1)C(C)C (2-(2,4-Diisopropyl-benzoylamino)-indan-2-carboxylic acid). Reaction conditions: time 30 minute. Starting materials: C1(CCCC1)OC=1C=C(C(=O)OC)C=CC1SC (methyl 3-cyclopentyloxy-4-(methylthio)benzoate), O (water), C([O-])([O-])=O.[K+].[K+] (potassium carbonate). Solvent: CO (methanol). Yields the product C1(CCCC1)OC=1C=C(C(=O)O)C=CC1SC (3-cyclopentyloxy-4-(methylthio)benzoic acid). As a reaction SMILES: [CH:1]1([O:6][C:7]2[CH:8]=[C:9]([CH:14]=[CH:15][C:16]=2[S:17][CH3:18])[C:10]([O:12]C)=[O:11])[CH2:5][CH2:4][CH2:3][CH2:2]1.O.C(=O)([O-])[O-].[K+].[K+]>CO>[CH:1]1([O:6][C:7]2[CH:8]=[C:9]([CH:14]=[CH:15][C:16]=2[S:17][CH3:18])[C:10]([OH:12])=[O:11])[CH2:2][CH2:3][CH2:4][CH2:5]1 |f:2.3.4|. Procedure details: A suspension of methyl 3-cyclopentyloxy-4-(methylthio)benzoate (0.8 g; that is prepared as described in Reference Example 54) in methanol (10 mL) and water (5 mL) is treated with potassium carbonate (0.48 g) and the mixture is heated at reflux for 7 hours. The mixture is concentrated, and the resulting residue is partitioned between diethyl ether (20 mL) and water (20 mL). The aqueous layer is separated, acidified to pH 1 by treatment with dilute hydrochloric acid (2 N), and extracted with dichl... Starting materials: C=1C=CC2=C(C1)N=NN2O (HOBT), CCN=C=NCCCN(C)C (EDAC), NCC1(CCN(CC1)CCO)C1=CC=CC=C1 (2-(4-(aminomethyl)-4-phenylpiperidin-1-yl)ethanol), C(C)(C)N(CC)C(C)C (diisopropylethylamine), C(C)(C)(C)OC(=O)N(C)CC=1C=CC(=NC1)NC=1SC(=CN1)SC1=C(C(=NC=C1)C(=O)O)F (4-(2-(5-((Tert-butoxycarbonyl(methyl)amino)methyl)pyridin-2-ylamino)thiazol-5-ylthio)-3-fluoropicolinic acid). Run in CN1CCCC1=O (NMP), O (water). Conditions: time 8 hour. Yields the product FC=1C(=NC=CC1SC1=CN=C(S1)NC1=CC=C(C=N1)CN(C(OC(C)(C)C)=O)C)C(NCC1(CCN(CC1)CCO)C1=CC=CC=C1)=O (tert-butyl (6-(5-(3-fluoro-2-((1-(2-hydroxyethyl)-4-phenylpiperidin-4-yl)methylcarbamoyl)pyridin-4-ylthio)thiazol-2-ylamino)pyridin-3-yl)methyl(methyl)carbamate). As a reaction SMILES: [C:1]([O:5][C:6]([N:8]([CH2:10][C:11]1[CH:12]=[CH:13][C:14]([NH:17][C:18]2[S:19][C:20]([S:23][C:24]3[CH:29]=[CH:28][N:27]=[C:26]([C:30](O)=[O:31])[C:25]=3[F:33])=[CH:21][N:22]=2)=[N:15][CH:16]=1)[CH3:9])=[O:7])([CH3:4])([CH3:3])[CH3:2].C1C=CC2N(O)N=NC=2C=1.CCN=C=NCCCN(C)C.[NH2:55][CH2:56][C:57]1([C:66]2[CH:71]=[CH:70][CH:69]=[CH:68][CH:67]=2)[CH2:62][CH2:61][N:60]([CH2:63][CH2:64][OH:65])[CH2:59][CH2:58]1.C(N(C(C)C)CC)(C)C>CN1C(=O)CCC1.O>[F:33][C:25]1[C:26]([C:30](=[O:31])[NH:55][CH2:56][C:57]2([C:66]3[CH:67]=[CH:68][CH:69]=[CH:70][CH:71]=3)[CH2:58][CH2:59][N:60]([CH2:63][CH2:64][OH:65])[CH2:61][CH2:62]2)=[N:27][CH:28]=[CH:29][C:24]=1[S:23][C:20]1[S:19][C:18]([NH:17][C:14]2[N:15]=[CH:16][C:11]([CH2:10][N:8]([CH3:9])[C:6](=[O:7])[O:5][C:1]([CH3:2])([CH3:3])[CH3:4])=[CH:12][CH:13]=2)=[N:22][CH:21]=1. Reported procedure: 4-(2-(5-((Tert-butoxycarbonyl(methyl)amino)methyl)pyridin-2-ylamino)thiazol-5-ylthio)-3-fluoropicolinic acid (0.120 g, 0.244 mmol) was diluted in NMP (4 mL) and treated with HOBT (0.043 g, 0.317 mmol), EDAC (0.094 g, 0.488 mmol) and 2-(4-(aminomethyl)-4-phenylpiperidin-1-yl)ethanol (0.074 g, 0.317 mmol) and diisopropylethylamine (0.213 mL, 1.22 mmol) at 23° C. The reaction was stirred overnight then water was added and this was extracted with ethyl acetate/THF (3×). The organic extracts were dri...